From a dataset of the Open Reaction Database (ORD), a public repository of structured organic reaction records. describe an organic reaction: reactants, conditions, products, and yield Starting materials: C[Si](C)(C)CCOCn1cc(C#N)nc1C(=O)Nc1ccc(C(N)=O)cc1C1=CCCCC1, CCCO, ClCCl, O=C(O)C(F)(F)F. Yields the product N#Cc1c[nH]c(C(=O)Nc2ccc(C(N)=O)cc2C2=CCCCC2)n1. RXN SMILES: [C:1]([NH2:2])(=[O:3])[c:4]1[cH:5][c:6]([C:28]2=[CH:29][CH2:30][CH2:31][CH2:32][CH2:33]2)[c:7]([NH:10][C:11](=[O:12])[c:13]2[n:14]([CH2:20][O:21][CH2:22][CH2:23][Si:24]([CH3:25])([CH3:26])[CH3:27])[cH:15][c:16]([C:18]#[N:19])[n:17]2)[cH:8][cH:9]1.[CH2:41]([OH:42])[CH2:43][CH3:44].[Cl:45][CH2:46][Cl:47].[F:34][C:35]([F:36])([F:37])[C:38]([OH:39])=[O:40]>>[C:1]([NH2:2])(=[O:3])[c:4]1[cH:5][c:6]([C:28]2=[CH:29][CH2:30][CH2:31][CH2:32][CH2:33]2)[c:7]([NH:10][C:11](=[O:12])[c:13]2[nH:14][cH:15][c:16]([C:18]#[N:19])[n:17]2)[cH:8][cH:9]1. Reactants: O=Cc1cccc(Br)c1O, C1CCOC1, C=C[Mg+], [Cl-], [Cl-], [NH4+]. Yields the product C=CC(O)c1cccc(Br)c1O. Reaction SMILES: [Br:1][c:2]1[c:3]([OH:10])[c:4]([CH:5]=[O:6])[cH:7][cH:8][cH:9]1.[CH2:17]1[O:18][CH2:19][CH2:20][CH2:21]1.[CH:12](=[CH2:13])[Mg+:14].[Cl-:11].[Cl-:15].[NH4+:16]>>[Br:1][c:2]1[c:3]([OH:10])[c:4]([CH:5]([OH:6])[CH:12]=[CH2:13])[cH:7][cH:8][cH:9]1. The reactants are C(C)(C)(C)N=NC1(CCCCC1)N=C=S (1-t-butylazo-1isothiocyanatocyclohexane), [N-]=C=S (isothiocyanate), C(C)(C)(C)N (t-butylamine), product. Run in CCCCC (pentane), CCCCC (pentane). Conditions: time 3 hour. Yields the product C(C)(C)(C)N=NC1(CCCCC1)NC(=S)NC(C)(C)C (N-[1-(t-Butylazo)cyclohexyl]-N'-t-butylthiourea). Reaction SMILES: [C:1]([N:5]=[N:6][C:7]1([N:13]=[C:14]=[S:15])[CH2:12][CH2:11][CH2:10][CH2:9][CH2:8]1)([CH3:4])([CH3:3])[CH3:2].[C:16]([NH2:20])([CH3:19])([CH3:18])[CH3:17].[N-]=C=S>CCCCC>[C:1]([N:5]=[N:6][C:7]1([NH:13][C:14]([NH:20][C:16]([CH3:19])([CH3:18])[CH3:17])=[S:15])[CH2:8][CH2:9][CH2:10][CH2:11][CH2:12]1)([CH3:4])([CH3:2])[CH3:3]. Procedure details: To 9.1 grams (0.0394 moles) of 1-t-butylazo-1isothiocyanatocyclohexane stirred with a magnetic stirrer in a 50 ml erlenmeyer flask was added 2.88 grams (0.0394 moles) of t-butylamine at room temperature. A solid slowly started to form and pentane was added to keep the reaction mixture from solidifying and the reaction mixture was stirred for 3 hours and the pentane stripped off to leave a yellow solid weighing 10.9 grams (91% crude yield). The product melted at 95°-98° C. and the infrared spectr... The reactants are OS(=O)(=O)O (H2SO4), C(C)(=O)O (acetic acid), CC(C#N)CCC#N (2-methylpentanedinitrile), C(C)(=O)O (acetic acid), C(=O)([O-])[O-].[Na+].[Na+] (Na2CO3). The solvent is O (water). Procedure: A solution of H2SO4 (80 ml), acetic acid (500 ml) and 2-methylpentanedinitrile (128.0 g, 1184 mmol) was stirred at room temperature. An aqueous solution of acetic acid (100 ml in 32 ml water) was then added dropwise. Upon completion of the addition, the reaction was heated to 130° C. for 1 hour. The reaction was then allowed to cool to room temperature and filtered to remove solids, which were washed with acetic acid (100 ml). The filtrate was then concentrated until a residue resulted. This res... Product: CC1C(NC(CC1)=O)=O (3-Methylpiperidine-2,6-dione). Reaction conditions: temperature 130 celsius. Yield: 67.0%. Reaction SMILES: OS(O)(=O)=O.[C:6]([OH:9])(=O)[CH3:7].[CH3:10][CH:11]([CH2:14]CC#N)[C:12]#[N:13].C([O-])([O-])=[O:19].[Na+].[Na+]>O>[CH3:10][CH:11]1[CH2:14][CH2:7][C:6](=[O:9])[NH:13][C:12]1=[O:19] |f:3.4.5|. Reactants: O.[OH-].[Li+] (lithium hydroxide monohydrate), O1C2=C(NCC1C(=O)OCC)C=CC=C2 (ethyl 3,4-dihydro-2H-benzo[b][1,4]oxazine-2-carboxylate). Run in O (water), O1CCOCC1 (dioxane). Reaction conditions: temperature 25 celsius, time 21 hour. Product: O1C2=C(NCC1C(=O)[O-])C=CC=C2.[Li+] ((±)-Lithium 3,4-dihydro-2H-benzo[b][1,4]oxazine-2-carboxylate). RXN SMILES: O.[OH-].[Li+:3].[O:4]1[CH:9]([C:10]([O:12]CC)=[O:11])[CH2:8][NH:7][C:6]2[CH:15]=[CH:16][CH:17]=[CH:18][C:5]1=2>O.O1CCOCC1>[O:4]1[CH:9]([C:10]([O-:12])=[O:11])[CH2:8][NH:7][C:6]2[CH:15]=[CH:16][CH:17]=[CH:18][C:5]1=2.[Li+:3] |f:0.1.2,6.7|. Reported procedure: A solution of lithium hydroxide monohydrate (1.43 g, 34.2 mmol) in water (50 mL) was added to a solution of ethyl 3,4-dihydro-2H-benzo[b][1,4]oxazine-2-carboxylate (3.55 g, 17.1 mmol) in dioxane (50 mL), and the mixture was stirred at 25° C. for 21 h. The reaction mixture was concentrated to afford the title compound. MS m/z: 180 (M+1 of acid). Reactants: [Li]CCCC (n-BuLi), C(CC)N(C1COC2=CC=CC(=C2C1)C(C)=O)CCC (3-Dipropylamino-5-acetylchroman). The reagents and catalysts are [Br-].C[P+](C1=CC=CC=C1)(C1=CC=CC=C1)C1=CC=CC=C1 (Methyltriphenylphosphoniumbromide). The solvent is C(C)OCC (diethyl ether), C(C)OCC (ethyl ether). Run at time 4 hour. Yields the product C(CC)N(C1COC2=CC=CC(=C2C1)C(=C)C)CCC (3-Dipropylamino-5-isopropenylchroman). RXN SMILES: [Li][CH2:2]CCC.[CH2:6]([N:9]([CH2:23][CH2:24][CH3:25])[CH:10]1[CH2:19][C:18]2[C:13](=[CH:14][CH:15]=[CH:16][C:17]=2[C:20](=O)[CH3:21])[O:12][CH2:11]1)[CH2:7][CH3:8]>[Br-].C[P+](C1C=CC=CC=1)(C1C=CC=CC=1)C1C=CC=CC=1.C(OCC)C>[CH2:6]([N:9]([CH2:23][CH2:24][CH3:25])[CH:10]1[CH2:19][C:18]2[C:13](=[CH:14][CH:15]=[CH:16][C:17]=2[C:20]([CH3:2])=[CH2:21])[O:12][CH2:11]1)[CH2:7][CH3:8] |f:2.3|. Procedure: Methyltriphenylphosphoniumbromide (0.62 g, 1.74 mmol) was dissolved in dry ethyl ether (20 ml) under nitrogen at ambient temperature and n-BuLi (0.7 ml, 2.5M, 1.74 mmol) was added and the solution was stirred for 4 hours. 3-Dipropylamino-5-acetylchroman (Example 7; 0.40 g, 1.45 mmol) was dissolved in dry diethyl ether (2.0 ml) and this solution was added to the previously formed Wittig-reagent. Starting materials: CCOC(=O)c1ccc(-c2c(OCc3ccc(-c4ccccc4-c4nnn[nH]4)cc3)cc(C)nc2C)cc1, CCO, [Na+], [OH-]. Product: Cc1cc(OCc2ccc(-c3ccccc3-c3nnn[nH]3)cc2)c(-c2ccc(C(=O)O)cc2)c(C)n1. Reaction SMILES: [CH3:1][c:2]1[n:3][c:4]([CH3:38])[cH:5][c:6]([O:19][CH2:20][c:21]2[cH:22][cH:23][c:24](-[c:27]3[c:28](-[c:33]4[n:34][n:35][n:36][nH:37]4)[cH:29][cH:30][cH:31][cH:32]3)[cH:25][cH:26]2)[c:7]1-[c:8]1[cH:9][cH:10][c:11]([C:14](=[O:15])[O:16][CH2:17][CH3:18])[cH:12][cH:13]1.[CH3:41][CH2:42][OH:43].[Na+:40].[OH-:39]>>[CH3:1][c:2]1[n:3][c:4]([CH3:38])[cH:5][c:6]([O:19][CH2:20][c:21]2[cH:22][cH:23][c:24](-[c:27]3[c:28](-[c:33]4[n:34][n:35][n:36][nH:37]4)[cH:29][cH:30][cH:31][cH:32]3)[cH:25][cH:26]2)[c:7]1-[c:8]1[cH:9][cH:10][c:11]([C:14](=[O:15])[OH:16])[cH:12][cH:13]1. Reactants: COc1ccc(OC)cc1, O, O=[N+]([O-])O. The product is COc1ccc(OC)c([N+](=O)[O-])c1. As a reaction SMILES: [CH3:5][O:6][c:7]1[cH:8][cH:9][c:10]([O:13][CH3:14])[cH:11][cH:12]1.[OH2:15].[OH:1][N+:2]([O-:3])=[O:4]>>[O-:1][N+:2](=[O:4])[c:11]1[c:10]([O:13][CH3:14])[cH:9][cH:8][c:7]([O:6][CH3:5])[cH:12]1. RXN SMILES: [CH3:1][C:2]#[N:3].[CH3:6][CH:7]([CH2:8][C:9](=[O:10])[O:11][CH:12]([CH:13]([CH3:14])[CH3:15])[Cl:16])[CH3:17].[I-:5].[Na+:4].[OH2:18]>>[I:5][CH:12]([O:11][C:9]([CH2:8][CH:7]([CH3:6])[CH3:17])=[O:10])[CH:13]([CH3:14])[CH3:15]. The product is CC(C)CC(=O)OC(I)C(C)C. The reactants are CC#N, CC(C)CC(=O)OC(Cl)C(C)C, [I-], [Na+], O. Starting materials: Brc1ccccc1, CC(C)(C)P(C(C)(C)C)C(C)(C)C, C1CCOC1, CC(C)(C)[O-], CC(=O)c1ccccc1, [Na+], CC(=O)[O-], CC(=O)[O-], [Pd+2]. Yields the product O=C(Cc1ccccc1)c1ccccc1. RXN SMILES: [Br:20][c:21]1[cH:22][cH:23][cH:24][cH:25][cH:26]1.[C:1]([P:2]([C:3]([CH3:4])([CH3:5])[CH3:6])[C:7]([CH3:8])([CH3:9])[CH3:10])([CH3:11])([CH3:12])[CH3:13].[CH2:36]1[O:37][CH2:38][CH2:39][CH2:40]1.[CH3:14][C:15]([CH3:16])([O-:17])[CH3:18].[CH3:27][C:28](=[O:29])[c:30]1[cH:31][cH:32][cH:33][cH:34][cH:35]1.[Na+:19].[O-:42][C:43]([CH3:44])=[O:45].[O-:46][C:47]([CH3:48])=[O:49].[Pd+2:41]>>[c:21]1([CH2:27][C:28](=[O:29])[c:30]2[cH:31][cH:32][cH:33][cH:34][cH:35]2)[cH:22][cH:23][cH:24][cH:25][cH:26]1.